Task: describe an organic reaction: reactants, conditions, products, and yield. Dataset: the Open Reaction Database (ORD), a public repository of structured organic reaction records The reactants are CN1CCN(CC1)NC(=O)N1C2=C(NC(C3=C1C=CC=C3)=O)C=CC=N2 (5,11-dihydro-11-[[(4-methyl-1-piperazinyl)amino]carbonyl]-6H-pyrido[2,3-b][1,4]benzodiazepin-6-one), Cl (hydrochloric acid). Run in C(C)O (ethanol). Product: O.Cl.CN1CCN(CC1)NC(=O)N1C2=C(NC(C3=C1C=CC=C3)=O)C=CC=N2 (5,11-Dihydro-11-[[(4-methyl-1-piperazinyl)amino]carbonyl]-6H-pyrido[2,3-b][1,4]benzodiazepin-6-one hydrochloride hydrate). As a reaction SMILES: [CH3:1][N:2]1[CH2:7][CH2:6][N:5]([NH:8][C:9]([N:11]2[C:17]3[CH:18]=[CH:19][CH:20]=[CH:21][C:16]=3[C:15](=[O:22])[NH:14][C:13]3[CH:23]=[CH:24][CH:25]=[N:26][C:12]2=3)=[O:10])[CH2:4][CH2:3]1.[ClH:27]>C(O)C>[OH2:10].[ClH:27].[CH3:1][N:2]1[CH2:3][CH2:4][N:5]([NH:8][C:9]([N:11]2[C:17]3[CH:18]=[CH:19][CH:20]=[CH:21][C:16]=3[C:15](=[O:22])[NH:14][C:13]3[CH:23]=[CH:24][CH:25]=[N:26][C:12]2=3)=[O:10])[CH2:6][CH2:7]1 |f:3.4.5|. Procedure: 1 g of 5,11-dihydro-11-[[(4-methyl-1-piperazinyl)amino]carbonyl]-6H-pyrido[2,3-b][1,4]benzodiazepin-6-one was dissolved in a little ethanol and mixed with ethanolic hydrochloric acid. The mixture was concentrated greatly by evaporation and then acetone was added. The precipitate was recrystallized from ethanol. After air-drying 0.8 g of 5,11-dihydro-11-[[(4-methyl-1-piperazinyl)amino]carbonyl]-6H-pyrido[2,3-b][1,4]benzodiazepin-6-one hydrochloride hydrate were obtained; Reactants: C1NCCC2=CC=CC=C12 (1,2,3,4-tetrahydroisoquinoline), 2-acetal-7-mercapto-1,2,3,4-tetrahydroisoquinoline, substituted α-bromo acetophenone, C(C)(=O)N1CC2=CC(=CC=C2CC1)S (2-acetyl-7-mercapto-1,2,3,4-tetrahydroisoquinoline), substituted tetrahydroisoquinolines, C(C1=CC=CC=C1)(=O)CS(=O)(=O)C1=CC=C2CCNCC2=C1 (7-benzoylmethylsulfonyl-1,2,3,4-tetrahydroisoquinoline), C(C)(=O)N1CC2=CC(=CC=C2CC1)S(=O)(=O)Cl (2-Acetyl-7-chlorosulfonyl-1,2,3,4-tetrahydroisoquinoline), stannous chloride. Solvent: C(C)(=O)O.Cl (acetic acid hydrochloric acid). Product: C(C)(=O)N1CC2=CC(=CC=C2CC1)SCC(C1=CC=CC=C1)=O (2-acetyl-7-benzoylmethylthio-1,2,3,4-tetrahydroisoquinoline). RXN SMILES: [C:1]([CH2:9][S:10]([C:13]1[CH:22]=[C:21]2[C:16]([CH2:17][CH2:18][NH:19][CH2:20]2)=[CH:15][CH:14]=1)(=O)=O)(=[O:8])[C:2]1[CH:7]=[CH:6][CH:5]=[CH:4][CH:3]=1.[C:23](N1CCC2C(=CC(S(Cl)(=O)=O)=CC=2)C1)(=[O:25])[CH3:24].C1C2C(=CC=CC=2)CCN1.C(N1CCC2C(=CC(S)=CC=2)C1)(=O)C>C(O)(=O)C.Cl>[C:23]([N:19]1[CH2:18][CH2:17][C:16]2[C:21](=[CH:22][C:13]([S:10][CH2:9][C:1](=[O:8])[C:2]3[CH:7]=[CH:6][CH:5]=[CH:4][CH:3]=3)=[CH:14][CH:15]=2)[CH2:20]1)(=[O:25])[CH3:24] |f:4.5|. Procedure details: The starting appropriately substituted tetrahydroisoquinolines of the formula (A) are conveniently prepared by standard reactions well known in the chemical arts as shown below: ##STR3## 2-Acetyl-7-chlorosulfonyl-1,2,3,4-tetrahydroisoquinoline, which is prepared by acylating and then chlorosulfonating 1,2,3,4-tetrahydroisoquinoline, is reduced to 2-acetal-7-mercapto-1,2,3,4-tetrahydroisoquinoline employing stannous chloride in acetic acid-hydrochloric acid mixture. The 2-acetyl-7-mercapto-1,2,3,... Starting materials: CC(C)(C)O, CN(C)c1ccccn1, Cc1ccc(CC(=O)O)cc1, C(=NC1CCCCC1)=NC1CCCCC1, ClCCl. The product is Cc1ccc(CC(=O)OC(C)(C)C)cc1. Reaction SMILES: [CH3:12][C:13]([CH3:14])([CH3:15])[OH:16].[CH3:17][N:18]([c:19]1[cH:20][cH:21][cH:22][cH:23][n:24]1)[CH3:25].[CH3:1][c:2]1[cH:3][cH:4][c:5]([CH2:8][C:9](=[O:10])[OH:11])[cH:6][cH:7]1.[CH:26]1([N:27]=[C:28]=[N:29][CH:30]2[CH2:31][CH2:32][CH2:33][CH2:34][CH2:35]2)[CH2:36][CH2:37][CH2:38][CH2:39][CH2:40]1.[Cl:41][CH2:42][Cl:43]>>[CH3:1][c:2]1[cH:3][cH:4][c:5]([CH2:8][C:9](=[O:10])[O:11][C:13]([CH3:12])([CH3:14])[CH3:15])[cH:6][cH:7]1. Reactants: CC=1CC(C(C(C1)C)C)C=O (3,5,6-trimethyl-3-cyclohexen-1-carboxaldehyde), CC1C(C(C=C(C1)C)C)C=O (2,4,6-trimethyl-4-cyclohexen-1-carboxaldehyde). Product: CC1CC(=CC(C1C=O)C)C.CC1C=C(CC(C1C)C=O)C (iso-CYCLOCITRAL). Reaction SMILES: [CH3:1][C:2]1[CH2:3][CH:4]([CH:10]=[O:11])[CH:5]([CH3:9])[CH:6]([CH3:8])[CH:7]=1.[CH3:12][CH:13]1[CH2:18][C:17]([CH3:19])=[CH:16][CH:15]([CH3:20])[CH:14]1[CH:21]=[O:22]>>[CH3:20][CH:15]1[CH:14]([CH:21]=[O:22])[CH:13]([CH3:12])[CH:18]=[C:17]([CH3:19])[CH2:16]1.[CH3:8][CH:6]1[CH:5]([CH3:9])[CH:4]([CH:10]=[O:11])[CH2:3][C:2]([CH3:1])=[CH:7]1 |f:2.3|. Procedure: A mixture of two chemicals: 3,5,6-trimethyl-3-cyclohexen-1-carboxaldehyde (meta-cyclocitral). ##STR9## 2,4,6-trimethyl-4-cyclohexen-1-carboxaldehyde (symmetric-iso-cyclocitral). ##STR10## Reactants: organozinc, II (iodine), ClC=1C=C(CCl)C=CC1Cl (3,4-dichlorobenzyl chloride), Cl (HCl), II (iodine), ( 4 ), ClCC(=O)Cl (chloroacetyl chloride), cerium molybdate. Reagents/catalysts: C=1C=CC(=CC1)[P](C=2C=CC=CC2)(C=3C=CC=CC3)[Pd]([P](C=4C=CC=CC4)(C=5C=CC=CC5)C=6C=CC=CC6)([P](C=7C=CC=CC7)(C=8C=CC=CC8)C=9C=CC=CC9)[P](C=1C=CC=CC1)(C=1C=CC=CC1)C=1C=CC=CC1 (Pd(PPh3)4), [Zn] (Zinc). The solvent is hexanes, C(C)(=O)OCC (ethyl acetate), CN(C(C)=O)C (N,N-dimethylacetamide). Reaction conditions: temperature 80 celsius, time 8 hour. Yields the product ClCC(CC1=CC(=C(C=C1)Cl)Cl)=O (1-Chloro-3-(3,4-dichlorophenyl)propan-2-one). Yield: 45.0%. Reaction SMILES: II.[Cl:3][C:4]1[CH:5]=[C:6]([CH:9]=[CH:10][C:11]=1[Cl:12])[CH2:7]Cl.[Cl:13][CH2:14][C:15](Cl)=[O:16].Cl>CN(C)C(=O)C.[Zn].C1C=CC([P]([Pd]([P](C2C=CC=CC=2)(C2C=CC=CC=2)C2C=CC=CC=2)([P](C2C=CC=CC=2)(C2C=CC=CC=2)C2C=CC=CC=2)[P](C2C=CC=CC=2)(C2C=CC=CC=2)C2C=CC=CC=2)(C2C=CC=CC=2)C2C=CC=CC=2)=CC=1.C(OCC)(=O)C>[Cl:13][CH2:14][C:15](=[O:16])[CH2:7][C:6]1[CH:9]=[CH:10][C:11]([Cl:12])=[C:4]([Cl:3])[CH:5]=1 |^1:29,31,50,69|. Procedure details: The organozinc species was generated as described by S. Huo (Organic Letters 2003, 5 (4), 423-5). In a flame-dried 25 mL 2-necked round-bottomed flask, under an inert atmosphere, iodine (65 mg, 0.26 mmol) was taken up in 6 mL anhydrous N,N-dimethylacetamide. Zinc dust (0.502 g, 7.67 mmol) was added, and the suspension stirred until the red color of the iodine disappeared. Then, 3,4-dichlorobenzyl chloride (0.71 mL, 1.0 g, 5.1 mmol) was added via syringe, and the mixture heated at 80° C. until th... Reactants: 1A, BrCCCCC (1-bromopentane), BrCCCOCC1=CC=CC=C1 (benzyl 3-bromopropyl ether), BrC1=C2C=CNC2=CC=C1 (4-bromoindole), N1C(=O)C(=O)C2=CC=CC=C12 (isatin). Product: C(C1=CC=CC=C1)OCCCN1C(C(C2=CC=CC=C12)=O)=O (1-[3-(benzyloxy)propyl]-1H-indole-2,3-dione). Reaction SMILES: BrC1C=CC=C2C=1C=CN2.[NH:11]1[C:21]2[C:16](=[CH:17][CH:18]=[CH:19][CH:20]=2)[C:14](=[O:15])[C:12]1=[O:13].BrCCCCC.Br[CH2:29][CH2:30][CH2:31][O:32][CH2:33][C:34]1[CH:39]=[CH:38][CH:37]=[CH:36][CH:35]=1>>[CH2:33]([O:32][CH2:31][CH2:30][CH2:29][N:11]1[C:21]2[C:16](=[CH:17][CH:18]=[CH:19][CH:20]=2)[C:14](=[O:15])[C:12]1=[O:13])[C:34]1[CH:39]=[CH:38][CH:37]=[CH:36][CH:35]=1. Procedure details: Following the procedure as described in PREPARATION 1A, and making non-critical variations to replace 4-bromoindole with isatin, and 1-bromopentane with benzyl 3-bromopropyl ether, the title compound was obtained (95%) as a pale yellow syrup: 1H NMR (300 MHz, CDCl3) δ 7.57-6.92 (m, 9H), 4.50 (s, 2H), 3.84 (t, 2H), 3.54 (t, 2H), 2.03-1.94 (m, 2H); MS (ES+) m/z 296.3 (M+1), 318.3 (M+23). The reactants are CCO, FC(F)(F)c1ccccc1Nc1nc2cc(C#Cc3ccc4cn[nH]c4c3)ccc2[nH]1. Yields the product FC(F)(F)c1ccccc1Nc1nc2cc(CCc3ccc4cn[nH]c4c3)ccc2[nH]1. RXN SMILES: [CH3:32][CH2:33][OH:34].[nH:1]1[n:2][cH:3][c:4]2[cH:5][cH:6][c:7]([C:10]#[C:11][c:12]3[cH:13][c:14]4[c:15]([nH:16][c:17]([NH:19][c:20]5[c:21]([C:26]([F:27])([F:28])[F:29])[cH:22][cH:23][cH:24][cH:25]5)[n:18]4)[cH:30][cH:31]3)[cH:8][c:9]12>>[nH:1]1[n:2][cH:3][c:4]2[cH:5][cH:6][c:7]([CH2:10][CH2:11][c:12]3[cH:13][c:14]4[c:15]([nH:16][c:17]([NH:19][c:20]5[c:21]([C:26]([F:27])([F:28])[F:29])[cH:22][cH:23][cH:24][cH:25]5)[n:18]4)[cH:30][cH:31]3)[cH:8][c:9]12. Reactants: [BH4-], O=Cc1c(F)c(F)c(Br)c(F)c1F, CO, [Na+], O. The product is OCc1c(F)c(F)c(Br)c(F)c1F. Reaction SMILES: [BH4-:1].[Br:3][c:4]1[c:5]([F:15])[c:6]([F:14])[c:7]([CH:8]=[O:9])[c:10]([F:13])[c:11]1[F:12].[CH3:17][OH:18].[Na+:2].[OH2:16]>>[Br:3][c:4]1[c:5]([F:15])[c:6]([F:14])[c:7]([CH2:8][OH:9])[c:10]([F:13])[c:11]1[F:12]. Reactants: C(=O)(OC(C)(C)C)N[C@@H](CCCNC(=O)OCC1=CC=CC=C1)C(=O)N[C@@H](CO)C1=CC=C(C=C1)OC ((R)-N2 -(Boc)-N5 -(Cbz)-(S)-N-[2-hydroxy-l-(4-methoxyphenyl)ethyl]-ornithine amide), Cl.CCOC(=O)C (HCl EtOAc). Solvent: CCOC(=O)C (EtOAc). Product: Cl.C(=O)(OCC1=CC=CC=C1)NCCC[C@H](N)C(=O)N[C@@H](CO)C1=CC=C(C=C1)OC ((R)-N5 -(Cbz)-(S)-N-[2-hydroxy-1-(4-methoxyphenyl)ethyl]-ornithine amide hydrochloride). Reaction SMILES: C([NH:8][C@H:9]([C:24]([NH:26][C@H:27]([C:30]1[CH:35]=[CH:34][C:33]([O:36][CH3:37])=[CH:32][CH:31]=1)[CH2:28][OH:29])=[O:25])[CH2:10][CH2:11][CH2:12][NH:13][C:14]([O:16][CH2:17][C:18]1[CH:23]=[CH:22][CH:21]=[CH:20][CH:19]=1)=[O:15])(OC(C)(C)C)=O.[ClH:38].CCOC(C)=O>CCOC(C)=O>[ClH:38].[C:14]([NH:13][CH2:12][CH2:11][CH2:10][C@@H:9]([C:24]([NH:26][C@H:27]([C:30]1[CH:31]=[CH:32][C:33]([O:36][CH3:37])=[CH:34][CH:35]=1)[CH2:28][OH:29])=[O:25])[NH2:8])([O:16][CH2:17][C:18]1[CH:19]=[CH:20][CH:21]=[CH:22][CH:23]=1)=[O:15] |f:1.2,4.5|. Procedure details: Prepared according to the method described in Example 1(b) above from crude (R)-N2 -(Boc)-N5 -(Cbz)-(S)-N-[2-hydroxy-l-(4-methoxyphenyl)ethyl]-ornithine amide (4.0 g; from step (a) above), EtOAc (100 mL) and HCl/EtOAc (100 mL), 18 hours reaction time. The hydrochloride salt was precipitated by the addition of diethyl ether, collected and dried to give the sub-title compound as a white solid (2.3 g). The solvent is C(C)#N.C(C)O (acetonitrile ethanol). Product: CN(CC1=NC2=CC=C(C=C2C=C1)[N+](=O)[O-])CCCOC1=CC=C(C=C1)[N+](=O)[O-] (N-Methyl-6-nitro-N-[(4-nitrophenoxy)propyl]-2-quinoline-methanamine). Reactants: Cl.[N+](=O)([O-])C1=CC=C(OCCCNC)C=C1 (N-[3-(4-Nitrophenoxy)propyl]methylamine hydrochloride), ClCC1=NC2=CC=C(C=C2C=C1)[N+](=O)[O-] (2-(chloromethyl)-6-nitroquinoline), C([O-])([O-])=O.[K+].[K+] (potassium carbonate). As a reaction SMILES: Cl.[N+:2]([C:5]1[CH:16]=[CH:15][C:8]([O:9][CH2:10][CH2:11][CH2:12][NH:13][CH3:14])=[CH:7][CH:6]=1)([O-:4])=[O:3].Cl[CH2:18][C:19]1[CH:28]=[CH:27][C:26]2[C:21](=[CH:22][CH:23]=[C:24]([N+:29]([O-:31])=[O:30])[CH:25]=2)[N:20]=1.C(=O)([O-])[O-].[K+].[K+]>C(#N)C.C(O)C>[CH3:14][N:13]([CH2:12][CH2:11][CH2:10][O:9][C:8]1[CH:15]=[CH:16][C:5]([N+:2]([O-:4])=[O:3])=[CH:6][CH:7]=1)[CH2:18][C:19]1[CH:28]=[CH:27][C:26]2[C:21](=[CH:22][CH:23]=[C:24]([N+:29]([O-:31])=[O:30])[CH:25]=2)[N:20]=1 |f:0.1,3.4.5,6.7|. Procedure details: N-[3-(4-Nitrophenoxy)propyl]methylamine hydrochloride (3.08 g, 12.49 mmol), 2-(chloromethyl)-6-nitroquinoline (2.78 g, 12.49 mmol), and potassium carbonate (3.45 g, 25.0 mmol) were stirred in 2:1 acetonitrile/ethanol (120 mL) at reflux for 18 hours. The mixture was concentrated and the residue was partitioned between 10% aqueous K2CO3 and 4:1 dichloromethane/isopropanol. The organic phase was dried, decolorized and concentrated to afford crude product which was purified by column chromatography ...